This data is from the Open Reaction Database (ORD), a public repository of structured organic reaction records. The task is: describe an organic reaction: reactants, conditions, products, and yield Starting materials: C1(=CC=CC=C1)S(=O)(=O)C1=CC(=C(C=C1)Br)Cl (4-bromo-3-chlorophenyl phenyl sulfone), FC=1C=CC(=C(C1)B(O)O)OC (5-fluoro-2-methoxybenzene boronic acid). The product is C1(=CC=CC=C1)S(=O)(=O)C1=CC(=C(C=C1)C1=C(C=CC(=C1)F)OC)Cl (2-chloro-5′-fluoro-2′-methoxybiphenyl-4-yl phenyl sulfone). As a reaction SMILES: [C:1]1([S:7]([C:10]2[CH:15]=[CH:14][C:13](Br)=[C:12]([Cl:17])[CH:11]=2)(=[O:9])=[O:8])[CH:6]=[CH:5][CH:4]=[CH:3][CH:2]=1.[F:18][C:19]1[CH:20]=[CH:21][C:22]([O:28][CH3:29])=[C:23](B(O)O)[CH:24]=1>>[C:1]1([S:7]([C:10]2[CH:15]=[CH:14][C:13]([C:21]3[CH:20]=[C:19]([F:18])[CH:24]=[CH:23][C:22]=3[O:28][CH3:29])=[C:12]([Cl:17])[CH:11]=2)(=[O:9])=[O:8])[CH:6]=[CH:5][CH:4]=[CH:3][CH:2]=1. Reported procedure: The subtitle compound was prepared by the method of example 2 step (ii) using the product of step (i) and 5-fluoro-2-methoxybenzene boronic acid.